From a dataset of the Open Reaction Database (ORD), a public repository of structured organic reaction records. describe an organic reaction: reactants, conditions, products, and yield Starting materials: CCBr, CC(C)N1CCC(Oc2ccc3c(c2)cc2n3C(C)CNC2=O)CC1, [H-], [Na+]. Product: CCN1CC(C)n2c(cc3cc(OC4CCN(C(C)C)CC4)ccc32)C1=O. As a reaction SMILES: [CH2:26]([CH3:27])[Br:28].[CH:1]([CH3:2])([CH3:3])[N:4]1[CH2:5][CH2:6][CH:7]([O:10][c:11]2[cH:12][c:13]3[cH:14][c:15]4[n:16]([c:17]3[cH:18][cH:19]2)[CH:20]([CH3:25])[CH2:21][NH:22][C:23]4=[O:24])[CH2:8][CH2:9]1.[H-:29].[Na+:30]>>[CH:1]([CH3:2])([CH3:3])[N:4]1[CH2:5][CH2:6][CH:7]([O:10][c:11]2[cH:12][c:13]3[cH:14][c:15]4[n:16]([c:17]3[cH:18][cH:19]2)[CH:20]([CH3:25])[CH2:21][N:22]([CH2:26][CH3:27])[C:23]4=[O:24])[CH2:8][CH2:9]1.